From a dataset of the Open Reaction Database (ORD), a public repository of structured organic reaction records. describe an organic reaction: reactants, conditions, products, and yield Reactants: C[Si](C1=CC=C(C=C1)B(O)O)(C)C (4-trimethylsilyl-phenylboronic acid), BrC1=NC=C(C=C1)C (2-bromo-5-methyl-pyridine), C([O-])([O-])=O.[Cs+].[Cs+] (cesium carbonate), C(C1=CC=CC=C1)P(C(C)(C)C)C(C)(C)C (benzyl-di-tert-butyl-phosphane). Reagents/catalysts: [Pd].[Pd].C(C1=CC=CC=C1)=CC(=O)C=CC1=CC=CC=C1.C(C1=CC=CC=C1)=CC(=O)C=CC1=CC=CC=C1.C(C1=CC=CC=C1)=CC(=O)C=CC1=CC=CC=C1 (tris(dibenzylideneacetone) dipalladium (0)). The solvent is O1CCOCC1 (dioxane). Yields the product CC=1C=CC(=NC1)C1=CC=C(C=C1)[Si](C)(C)C (5-Methyl-2-(4-trimethylsilanyl-phenyl)-pyridine). RXN SMILES: [CH3:1][Si:2]([CH3:13])([CH3:12])[C:3]1[CH:8]=[CH:7][C:6](B(O)O)=[CH:5][CH:4]=1.Br[C:15]1[CH:20]=[CH:19][C:18]([CH3:21])=[CH:17][N:16]=1.C(=O)([O-])[O-].[Cs+].[Cs+].C(P(C(C)(C)C)C(C)(C)C)C1C=CC=CC=1>[Pd].[Pd].C(=CC(C=CC1C=CC=CC=1)=O)C1C=CC=CC=1.C(=CC(C=CC1C=CC=CC=1)=O)C1C=CC=CC=1.C(=CC(C=CC1C=CC=CC=1)=O)C1C=CC=CC=1.O1CCOCC1>[CH3:21][C:18]1[CH:19]=[CH:20][C:15]([C:6]2[CH:7]=[CH:8][C:3]([Si:2]([CH3:13])([CH3:12])[CH3:1])=[CH:4][CH:5]=2)=[N:16][CH:17]=1 |f:2.3.4,6.7.8.9.10|. Procedure: 15.0 g (0.0773 mol) of 4-trimethylsilyl-phenylboronic acid, 11.96 g (0.0695 mol) of 2-bromo-5-methyl-pyridine, 15.11 g (0.0464 mol) of cesium carbonate, 0.71 g (0.000776 mol) of tris(dibenzylideneacetone) dipalladium (0), 0.43 g (0.00182 mol) of benzyl-di-tert-butyl-phosphane and 100 ml of dioxane were stirred at room temperature for 12 hr. The reaction mixture was filtered and the solvent was removed under 1 mm vacuum. The resulting mixture was purified by distillation in vacuum. Yield of 5-met...